This data is from the Open Reaction Database (ORD), a public repository of structured organic reaction records. The task is: describe an organic reaction: reactants, conditions, products, and yield Starting materials: C1CCOC1, N#Cc1cc(N2CCOCC2=O)ccc1[N+](=O)[O-]. The product is N#Cc1cc(N2CCOCC2=O)ccc1N. Reaction SMILES: [CH2:19]1[O:20][CH2:21][CH2:22][CH2:23]1.[N+:1]([O-:2])(=[O:3])[c:4]1[c:5]([C:6]#[N:7])[cH:8][c:9]([N:12]2[C:13](=[O:18])[CH2:14][O:15][CH2:16][CH2:17]2)[cH:10][cH:11]1>>[NH2:1][c:4]1[c:5]([C:6]#[N:7])[cH:8][c:9]([N:12]2[C:13](=[O:18])[CH2:14][O:15][CH2:16][CH2:17]2)[cH:10][cH:11]1. The reactants are [OH-].[K+] (potassium hydroxide), [Cl-].ClCC1=[NH+]C=C(C(=C1C)OC)C (2-chloromethyl-3,5-dimethyl-4-methoxypyridinium chloride), O (water), CC1=CC(NC(N1)=S)=O (6-methyl-2-thiouracil). Run in C(C)O (ethanol), C(C)O (ethanol). Reaction conditions: time 20 hour. The product is CC=1C(=NC=C(C1OC)C)CSC1=NC(=CC(N1)=O)C (2-[(3,5-dimethyl-4-methoxypyridin-2-yl)methyl]thio-6-methyl-4(3H)-pyrimidinone). Isolated yield 36.0%. As a reaction SMILES: [OH-].[K+].O.[CH3:4][C:5]1[NH:10][C:9](=[S:11])[NH:8][C:7](=[O:12])[CH:6]=1.[Cl-].Cl[CH2:15][C:16]1[C:21]([CH3:22])=[C:20]([O:23][CH3:24])[C:19]([CH3:25])=[CH:18][NH+:17]=1>C(O)C>[CH3:22][C:21]1[C:16]([CH2:15][S:11][C:9]2[NH:8][C:7](=[O:12])[CH:6]=[C:5]([CH3:4])[N:10]=2)=[N:17][CH:18]=[C:19]([CH3:25])[C:20]=1[O:23][CH3:24] |f:0.1,4.5|. Procedure: After dissolving 0.22 g (4.0 mmol) of potassium hydroxide in the mixture of 15 ml of ethanol and 3 ml of water, first 0.28 g (2.0 mmol) of 6-methyl-2-thiouracil, then a solution of 0.44 g (2.0 mmol) of 2-chloromethyl-3,5-dimethyl-4-methoxypyridinium chloride (m.p.: 127°-128° C.) in 15 ml of ethanol are added. The reaction mixture is stirred at room temperature for 20 hours, then ethanol is evaporated under reduced pressure, 10 ml of water are added to the residue and the product is extracted 3 t... Reaction SMILES: [C:1]([CH3:2])(=[O:3])[NH:4][c:5]1[c:6]([CH2:13][CH2:14][CH2:15][C:16](=[O:17])[OH:18])[cH:7][c:8]([F:12])[c:9]([F:11])[cH:10]1.[Cl:19][CH2:20][Cl:21]>>[C:1]([CH3:2])(=[O:3])[NH:4][c:5]1[c:6]2[c:7]([c:8]([F:12])[c:9]([F:11])[cH:10]1)[C:16](=[O:18])[CH2:15][CH2:14][CH2:13]2. Starting materials: CC(=O)Nc1cc(F)c(F)cc1CCCC(=O)O, ClCCl. Product: CC(=O)Nc1cc(F)c(F)c2c1CCCC2=O. Starting materials: C(C1=CC=CC=C1)OC(=O)NCCS(=O)(=O)[O-].[Na+] (sodium 2-{[(benzyloxy)carbonyl]amino}ethanesulfonate), S(=O)(=O)(Cl)Cl (sulfuryl chloride), C1(=CC=CC=C1)P(C1=CC=CC=C1)C1=CC=CC=C1 (triphenylphosphine). The solvent is CCOC(=O)C (EtOAc), C(Cl)Cl (CH2Cl2), CCOC(=O)C (EtOAc). Reaction conditions: time 3 hour. Yields the product ClS(=O)(=O)CCNC(OCC1=CC=CC=C1)=O (benzyl 2-(chlorosulfonyl)ethylcarbamate). RXN SMILES: C1(P(C2C=CC=CC=2)C2C=CC=CC=2)C=CC=CC=1.[S:20]([Cl:24])(Cl)(=[O:22])=[O:21].[CH2:25]([O:32][C:33]([NH:35][CH2:36][CH2:37]S([O-])(=O)=O)=[O:34])[C:26]1[CH:31]=[CH:30][CH:29]=[CH:28][CH:27]=1.[Na+]>C(Cl)Cl.CCOC(C)=O>[Cl:24][S:20]([CH2:37][CH2:36][NH:35][C:33](=[O:34])[O:32][CH2:25][C:26]1[CH:31]=[CH:30][CH:29]=[CH:28][CH:27]=1)(=[O:22])=[O:21] |f:2.3|. Procedure details: This compound was prepared using the method of T. S. Widlanski and J. Huang, Tet. Lett. 1992, 33: 2657. A solution of triphenylphosphine (17.6 g, 67.4 mmol) in dry CH2Cl2 (90 mL) was cooled to zero degrees C. under nitrogen and treated with neat sulfuryl chloride (5.96 mL, 74.2 mmol) to give a yellow solution. The solution was recooled to 5 degrees C. and crushed solid sodium 2-{[(benzyloxy)carbonyl]amino}ethanesulfonate (12 g, 42.6 mmol) prepared as described by Bricas et al., Biochimica et Bio... The reactants are O=C1OCc2cc(Br)ccc21, Br, CN(C)CCCC1(c2ccc(F)cc2)OCc2cc(C#N)ccc21, Fc1ccc(Br)cc1, [GeH4], [Mg]. The product is O=C(c1ccc(F)cc1)c1ccc(Br)cc1CO. RXN SMILES: [Br:26][c:27]1[cH:28][c:29]2[c:34]([cH:35][cH:36]1)[C:32](=[O:33])[O:31][CH2:30]2.[BrH:25].[CH3:1][N:2]([CH2:3][CH2:4][CH2:5][C:6]1([c:18]2[cH:19][cH:20][c:21]([F:22])[cH:23][cH:24]2)[c:7]2[c:8]([cH:9][c:10]([C:11]#[N:12])[cH:13][cH:14]2)[CH2:15][O:16]1)[CH3:17].[F:38][c:39]1[cH:40][cH:41][c:42]([Br:43])[cH:44][cH:45]1.[GeH4:37].[Mg:46]>>[c:18]1([C:32](=[O:33])[c:34]2[c:29]([CH2:30][OH:31])[cH:28][c:27]([Br:26])[cH:36][cH:35]2)[cH:19][cH:20][c:21]([F:22])[cH:23][cH:24]1. Starting materials: ClN1C(CCC1=O)=O (N-Chlorosuccinimide), CC1=C(N)C=CC=C1C (2,3-dimethylaniline), 389. Run in CN(C)C=O (DMF). Reaction conditions: time 1 hour. The product is CC1=C(N)C(=CC=C1C)Cl (2,3-dimethyl-6-chloroaniline). Yield: 98.0%. RXN SMILES: [Cl:1]N1C(=O)CCC1=O.[CH3:9][C:10]1[C:16]([CH3:17])=[CH:15][CH:14]=[CH:13][C:11]=1[NH2:12]>CN(C=O)C>[CH3:9][C:10]1[C:16]([CH3:17])=[CH:15][CH:14]=[C:13]([Cl:1])[C:11]=1[NH2:12]. Procedure: used in the preparation of 389 was prepared as follows: N-Chlorosuccinimide (1.00 g; 8.2 mmol) was added to a solution of 2,3-dimethylaniline (1 ml; 8.2 mmol) in 20 ml of DMF in the dark. After stirring 1 hr. in the dark, the reaction mixture was partitioned between EtOAc (100 ml) and water (100 ml). The organic layer was washed with 1N NaOH (100 ml), water (100 ml) and brine (50 ml). Drying (MgSO4) and concentration afforded 1.25 g (99%) of 2,3-dimethyl-6-chloroaniline as a deep red liquid.